Dataset: the Open Reaction Database (ORD), a public repository of structured organic reaction records. Task: describe an organic reaction: reactants, conditions, products, and yield Starting materials: C(C1=CC=CC=C1)OC(=O)NC1C(NC2=C(C(=N1)C1CCCCC1)C=CC=C2)=O (3(R,S)-[(benzyloxycarbonyl)amino]-5-cyclohexyl-1,3-dihydro-2H-1,4-benzodiazepin-2-one), COC(N(C)C)OC (dimethylformamide dimethylacetal), COC(N(C)C)OC (dimethylformamide dimethyl acetal). Solvent: C1(=CC=CC=C1)C (toluene). Product: C(C1=CC=CC=C1)OC(=O)NC1C(N(C2=C(C(=N1)C1CCCCC1)C=CC=C2)C)=O (3(R,S)-[(Benzyloxycarbonyl)amino]-5-cyclohexyl-1,3-dihydro-1-methyl-2H-1,4-benzodiazepin-2-one). As a reaction SMILES: [CH2:1]([O:8][C:9]([NH:11][CH:12]1[N:18]=[C:17]([CH:19]2[CH2:24][CH2:23][CH2:22][CH2:21][CH2:20]2)[C:16]2[CH:25]=[CH:26][CH:27]=[CH:28][C:15]=2[NH:14][C:13]1=[O:29])=[O:10])[C:2]1[CH:7]=[CH:6][CH:5]=[CH:4][CH:3]=1.[CH3:30]OC(OC)N(C)C>C1(C)C=CC=CC=1>[CH2:1]([O:8][C:9]([NH:11][CH:12]1[N:18]=[C:17]([CH:19]2[CH2:24][CH2:23][CH2:22][CH2:21][CH2:20]2)[C:16]2[CH:25]=[CH:26][CH:27]=[CH:28][C:15]=2[N:14]([CH3:30])[C:13]1=[O:29])=[O:10])[C:2]1[CH:7]=[CH:6][CH:5]=[CH:4][CH:3]=1. Reported procedure: To a refluxing solution of 3(R,S)-[(benzyloxycarbonyl)amino]-5-cyclohexyl-1,3-dihydro-2H-1,4-benzodiazepin-2-one (5 g) in anhydrous toluene (400 ml) was added dimethylformamide dimethylacetal (7.3 ml) and the mixture was refluxed for 3.5 hours under nitrogen before additional dimethylformamide dimethyl acetal (1 ml) was added. After a further 50 minutes at reflux, solvents were removed under vacuum and the residue was triturated with diethyl ether (50 ml). The white solid was collected by filtra... Reactants: COC(=O)C1CC(O)CN1, O=C=Nc1cc(Cl)cc(Cl)c1, [K+], [K+], O=C([O-])[O-], CN(C)C=O. Yields the product O=C1C2CC(O)CN2C(=O)N1c1cc(Cl)cc(Cl)c1. Reaction SMILES: [CH3:1][O:2][C:3]([CH:4]1[NH:5][CH2:6][CH:7]([OH:9])[CH2:8]1)=[O:10].[Cl:17][c:18]1[cH:19][c:20]([N:25]=[C:26]=[O:27])[cH:21][c:22]([Cl:24])[cH:23]1.[K+:11].[K+:12].[O-:13][C:14]([O-:15])=[O:16].[O:28]=[CH:29][N:30]([CH3:31])[CH3:32]>>[C:3]1(=[O:10])[CH:4]2[N:5]([CH2:6][CH:7]([OH:9])[CH2:8]2)[C:26](=[O:27])[N:25]1[c:20]1[cH:19][c:18]([Cl:17])[cH:23][c:22]([Cl:24])[cH:21]1. The reactants are Cc1cc(C(=O)Nc2cccc(Oc3ccc(N)nc3)c2)n(C)n1, O, Cc1ccc(S(=O)(=O)Cl)cc1, c1ccncc1. Yields the product Cc1ccc(S(=O)(=O)Nc2ccc(Oc3cccc(NC(=O)c4cc(C)nn4C)c3)cn2)cc1. As a reaction SMILES: [NH2:1][c:2]1[cH:3][cH:4][c:5]([O:8][c:9]2[cH:10][c:11]([NH:15][C:16](=[O:17])[c:18]3[cH:19][c:20]([CH3:24])[n:21][n:22]3[CH3:23])[cH:12][cH:13][cH:14]2)[cH:6][n:7]1.[OH2:42].[c:25]1([CH3:35])[cH:26][cH:27][c:28]([S:31](=[O:32])(=[O:33])[Cl:34])[cH:29][cH:30]1.[cH:36]1[cH:37][cH:38][n:39][cH:40][cH:41]1>>[NH:1]([c:2]1[cH:3][cH:4][c:5]([O:8][c:9]2[cH:10][c:11]([NH:15][C:16](=[O:17])[c:18]3[cH:19][c:20]([CH3:24])[n:21][n:22]3[CH3:23])[cH:12][cH:13][cH:14]2)[cH:6][n:7]1)[S:31]([c:28]1[cH:27][cH:26][c:25]([CH3:35])[cH:30][cH:29]1)(=[O:32])=[O:33]. Reactants: [OH-].[Na+] (sodium hydroxide), [Sn] (tin), Cl (hydrochloric acid), N1N=C(C2=CC=CC=C12)/C=C/C1=C(C=C(C=C1)N1CCN(CC1)CCO)[N+](=O)[O-] ((E)-2-(4-{4-[2-(1H-indazol-3-yl)vinyl]-3-nitrophenyl}piperazin-1-yl)ethanol). Run in C(C)O (ethanol). Run at temperature 40 celsius, time 1 hour. Yields the product NC=1C=C(C=CC1\C=C\C1=NNC2=CC=CC=C12)N1CCN(CC1)CCO ((E)-2-(4-{3-amino-4-[2-(1H-indazol-3-yl)vinyl]phenyl}piperazin-1-yl)ethanol). Yield: 100.0%. Reaction SMILES: [NH:1]1[C:9]2[C:4](=[CH:5][CH:6]=[CH:7][CH:8]=2)[C:3](/[CH:10]=[CH:11]/[C:12]2[CH:17]=[CH:16][C:15]([N:18]3[CH2:23][CH2:22][N:21]([CH2:24][CH2:25][OH:26])[CH2:20][CH2:19]3)=[CH:14][C:13]=2[N+:27]([O-])=O)=[N:2]1.[Sn].Cl.[OH-].[Na+]>C(O)C>[NH2:27][C:13]1[CH:14]=[C:15]([N:18]2[CH2:19][CH2:20][N:21]([CH2:24][CH2:25][OH:26])[CH2:22][CH2:23]2)[CH:16]=[CH:17][C:12]=1/[CH:11]=[CH:10]/[C:3]1[C:4]2[C:9](=[CH:8][CH:7]=[CH:6][CH:5]=2)[NH:1][N:2]=1 |f:3.4,^3:29|. Reported procedure: (E)-2-(4-{4-[2-(1H-indazol-3-yl)vinyl]-3-nitrophenyl}piperazin-1-yl)ethanol (0.26 g, 0.66 mmol) obtained in Step 2 was dissolved in ethanol (3.0 mL), and the solution was added with tin (0.17 g, 1.4 mmol) and concentrated hydrochloric acid (1.5 mL) under ice-cooling, followed by stirring at 40° C. for 1 hour. To the reaction mixture under ice-cooling, 6 mol/L aqueous sodium hydroxide solution was added to neutralize the mixture. Then the mixture was filtered. The filtrate was added with saturate... Reactants: CCCCOC(=O)c1nc(Br)c2cc(Oc3ccccc3)ccc2c1O, CCO, [Na+], [OH-]. The product is O=C(O)c1nc(Br)c2cc(Oc3ccccc3)ccc2c1O. As a reaction SMILES: [CH2:1]([CH2:2][CH2:3][CH3:4])[O:5][C:6](=[O:7])[c:8]1[n:9][c:10]([Br:26])[c:11]2[cH:12][c:13]([O:19][c:20]3[cH:21][cH:22][cH:23][cH:24][cH:25]3)[cH:14][cH:15][c:16]2[c:17]1[OH:18].[CH3:29][CH2:30][OH:31].[Na+:28].[OH-:27]>>[O:5]=[C:6]([OH:7])[c:8]1[n:9][c:10]([Br:26])[c:11]2[cH:12][c:13]([O:19][c:20]3[cH:21][cH:22][cH:23][cH:24][cH:25]3)[cH:14][cH:15][c:16]2[c:17]1[OH:18].